From a dataset of the Open Reaction Database (ORD), a public repository of structured organic reaction records. describe an organic reaction: reactants, conditions, products, and yield Starting materials: C(C1=CC=CC=C1)(=O)Cl (benzoyl chloride), C(C1=CC=CC=C1)(=O)Cl (benzoyl chloride), Cl (Hydrochloric acid), O(C1=CC=CC=C1)C1=CC=C(C(=O)C2=CC=C(C=C2)C(C2=CC=C(C=C2)OC2=CC=CC=C2)=O)C=C1 (1,4-bis (4-phenoxybenzoyl)benzene), [Cl-].[Al+3].[Cl-].[Cl-] (aluminum chloride), [OH-].[Na+] (sodium hydroxide). Run in ClC1=C(C=CC=C1)Cl (o-dichlorobenzene), ClC1=C(C=CC=C1)Cl (o-dichlorobenzene). Conditions: time 2.5 hour. Yields the product C(C1=CC=CC=C1)(=O)C1=CC=C(OC2=CC=C(C(=O)C3=CC=C(C=C3)C(C3=CC=C(C=C3)OC3=CC=C(C=C3)C(C3=CC=CC=C3)=O)=O)C=C2)C=C1 (1,4-bis{4-([4-benzoyl]phenoxy)benzoyl}benzene). As a reaction SMILES: [O:1]([C:8]1[CH:36]=[CH:35][C:11]([C:12]([C:14]2[CH:19]=[CH:18][C:17]([C:20](=[O:34])[C:21]3[CH:26]=[CH:25][C:24]([O:27][C:28]4[CH:33]=[CH:32][CH:31]=[CH:30][CH:29]=4)=[CH:23][CH:22]=3)=[CH:16][CH:15]=2)=[O:13])=[CH:10][CH:9]=1)[C:2]1[CH:7]=[CH:6][CH:5]=[CH:4][CH:3]=1.[Cl-].[Al+3].[Cl-].[Cl-].[C:41](Cl)(=[O:48])[C:42]1[CH:47]=[CH:46][CH:45]=[CH:44][CH:43]=1.Cl.[OH-:51].[Na+]>ClC1C=CC=CC=1Cl>[C:41]([C:5]1[CH:4]=[CH:3][C:2]([O:1][C:8]2[CH:36]=[CH:35][C:11]([C:12]([C:14]3[CH:19]=[CH:18][C:17]([C:20](=[O:34])[C:21]4[CH:26]=[CH:25][C:24]([O:27][C:28]5[CH:29]=[CH:30][C:31]([C:12](=[O:51])[C:11]6[CH:35]=[CH:36][CH:8]=[CH:9][CH:10]=6)=[CH:32][CH:33]=5)=[CH:23][CH:22]=4)=[CH:16][CH:15]=3)=[O:13])=[CH:10][CH:9]=2)=[CH:7][CH:6]=1)(=[O:48])[C:42]1[CH:47]=[CH:46][CH:45]=[CH:44][CH:43]=1 |f:1.2.3.4,7.8|. Reported procedure: In a 2 liter flask equipped with a nitrogen inlet, mechanical stirrer and condenser (with nitrogen outlet) were charged 100 g (0.2125 moles) of 1,4-bis (4-phenoxybenzoyl)benzene (DTD), 179 g (1.34 moles) of aluminum chloride and 800 ml of o-dichlorobenzene. To this stirring solution, 49.34 ml of benzoyl chloride (59.77 g, 0.4251 moles) in 200 ml o-dichlorobenzene were added dropwise at room temperature over 0.5 hr. The temperature rose somewhat during benzoyl chloride addition and after the addi... The reactants are FC1=CC=C(OC2=CC=C(C=C2)NC(=O)[C@H]2N(CCN(C2)C(=O)OCC2=CC=CC=C2)C(=O)OC(C)(C)C)C=C1 ((S)-4-benzyl 1-tert-butyl 2-(4-(4-fluorophenoxy)phenylcarbamoyl)piperazine-1,4-dicarboxylate). Run in Cl (hydrogen chloride). Reaction conditions: time 1 hour. Product: FC1=CC=C(OC2=CC=C(C=C2)NC(=O)[C@@H]2CN(CCN2)C(=O)OCC2=CC=CC=C2)C=C1 ((S)-benzyl 3-(4-(4-fluorophenoxy)phenylcarbamoyl)piperazine-1-carboxylate). The yield is 87.6%. As a reaction SMILES: [F:1][C:2]1[CH:40]=[CH:39][C:5]([O:6][C:7]2[CH:12]=[CH:11][C:10]([NH:13][C:14]([C@@H:16]3[CH2:21][N:20]([C:22]([O:24][CH2:25][C:26]4[CH:31]=[CH:30][CH:29]=[CH:28][CH:27]=4)=[O:23])[CH2:19][CH2:18][N:17]3C(OC(C)(C)C)=O)=[O:15])=[CH:9][CH:8]=2)=[CH:4][CH:3]=1>Cl>[F:1][C:2]1[CH:40]=[CH:39][C:5]([O:6][C:7]2[CH:8]=[CH:9][C:10]([NH:13][C:14]([C@H:16]3[NH:17][CH2:18][CH2:19][N:20]([C:22]([O:24][CH2:25][C:26]4[CH:27]=[CH:28][CH:29]=[CH:30][CH:31]=4)=[O:23])[CH2:21]3)=[O:15])=[CH:11][CH:12]=2)=[CH:4][CH:3]=1. Procedure details: Step (b) A flask was charged with (S)-4-benzyl 1-tert-butyl 2-(4-(4-fluorophenoxy)phenylcarbamoyl)piperazine-1,4-dicarboxylate (1.46 g, 2.75 mmol) and hydrogen chloride (4N in dioxane, 10 mL). The mixture was stirred at ambient temperature for 1 hour and then quenched with saturated sodium bicarbonate (aq., 40 mL). The mixture was extracted with ethyl acetate (30 mL) and the extract was washed with deionized water (10 mL) and then brine (10 mL), dried over anhydrous sodium sulfate, filtered and ... Reactants: ClC1=CC(=C(C(=C1)N)N)CN1CCOCC1 (5-chloro-3-(morpholin-4-ylmethyl)benzene-1,2-diamine), Br (HBr), solution, N#CBr (cyanogen bromide). Run in C(C)O (ethanol), C(C)OCC (diethyl ether), C(Cl)Cl (CH2Cl2). Run at time 4 hour. Product: Br.Br.ClC1=CC2=C(NC(=N2)N)C(=C1)CN1CCOCC1 (5-Chloro-7-(morpholin-4-ylmethyl)-1H-benzimidazol-2-amine dihydrobromide), dihydrobromide. Yield: 73.0%. RXN SMILES: [Cl:1][C:2]1[CH:7]=[C:6]([NH2:8])[C:5]([NH2:9])=[C:4]([CH2:10][N:11]2[CH2:16][CH2:15][O:14][CH2:13][CH2:12]2)[CH:3]=1.[BrH:17].[N:18]#[C:19][Br:20]>C(O)C.C(Cl)Cl.C(OCC)C>[BrH:20].[BrH:17].[Cl:1][C:2]1[CH:3]=[C:4]([CH2:10][N:11]2[CH2:16][CH2:15][O:14][CH2:13][CH2:12]2)[C:5]2[NH:9][C:19]([NH2:18])=[N:8][C:6]=2[CH:7]=1 |f:6.7.8|. Procedure: To a solution of 5-chloro-3-(morpholin-4-ylmethyl)benzene-1,2-diamine (458 mg, 1.9 mmol) in ethanol (5 mL) is added a 48% aqueous HBr solution (0.21 mL, 1.9 mmol) followed by a 3M solution of cyanogen bromide (0.95 mL, 2.8 mmol) in CH2Cl2. The reaction is stirred at room temperature for 4 h and is diluted with diethyl ether. The resulting solid is isolated by filtration to afford the title compound as the dihydrobromide salt (595 mg, 73%). As a reaction SMILES: [C:7]([CH3:8])(=[O:9])[N:10]1[CH2:11][CH2:12][N:13]([CH2:16][CH2:17][O:18][c:19]2[cH:20][cH:21][c:22]([OH:44])[c:23]([C:24](=[O:25])[NH:26][c:27]3[c:28]([C:29](=[O:30])[O:31][CH3:32])[cH:33][cH:34][c:35](-[c:37]4[cH:38][cH:39][cH:40][cH:41][cH:42]4)[cH:36]3)[cH:43]2)[CH2:14][CH2:15]1.[CH3:3][CH:4]([OH:5])[CH3:6].[ClH:45].[Na+:2].[OH-:1].[OH2:46]>>[C:7]([CH3:8])(=[O:9])[N:10]1[CH2:11][CH2:12][N:13]([CH2:16][CH2:17][O:18][c:19]2[cH:20][cH:21][c:22]([OH:44])[c:23]([C:24](=[O:25])[NH:26][c:27]3[c:28]([C:29](=[O:30])[OH:31])[cH:33][cH:34][c:35](-[c:37]4[cH:38][cH:39][cH:40][cH:41][cH:42]4)[cH:36]3)[cH:43]2)[CH2:14][CH2:15]1.[ClH:45]. Yields the product CC(=O)N1CCN(CCOc2ccc(O)c(C(=O)Nc3cc(-c4ccccc4)ccc3C(=O)O)c2)CC1, Cl. Reactants: COC(=O)c1ccc(-c2ccccc2)cc1NC(=O)c1cc(OCCN2CCN(C(C)=O)CC2)ccc1O, CC(C)O, Cl, [Na+], [OH-], O. Reactants: CC(C)(C)OC(=O)N1CCN(c2cc(Cl)cc(C(=O)Nc3ccc(Cl)cn3)c2[N+](=O)[O-])CC1, O, O, Cl[Sn]Cl, c1ccncc1. Product: CC(C)(C)OC(=O)N1CCN(c2cc(Cl)cc(C(=O)Nc3ccc(Cl)cn3)c2N)CC1. As a reaction SMILES: [Cl:1][c:2]1[cH:3][cH:4][c:5]([NH:8][C:9]([c:10]2[c:11]([N+:30]([O-:31])=[O:32])[c:12]([N:17]3[CH2:18][CH2:19][N:20]([C:23](=[O:24])[O:25][C:26]([CH3:27])([CH3:28])[CH3:29])[CH2:21][CH2:22]3)[cH:13][c:14]([Cl:16])[cH:15]2)=[O:33])[n:6][cH:7]1.[OH2:34].[OH2:35].[Sn:36]([Cl:37])[Cl:38].[cH:39]1[cH:40][cH:41][n:42][cH:43][cH:44]1>>[Cl:1][c:2]1[cH:3][cH:4][c:5]([NH:8][C:9]([c:10]2[c:11]([NH2:30])[c:12]([N:17]3[CH2:18][CH2:19][N:20]([C:23](=[O:24])[O:25][C:26]([CH3:27])([CH3:28])[CH3:29])[CH2:21][CH2:22]3)[cH:13][c:14]([Cl:16])[cH:15]2)=[O:33])[n:6][cH:7]1.